From a dataset of the Open Reaction Database (ORD), a public repository of structured organic reaction records. describe an organic reaction: reactants, conditions, products, and yield Starting materials: FC(C1=CC=C(OC2=CC=C(OC(C(CC(=O)OCC)=O)C)C=C2)C=C1)(F)F (ethyl 4-[4-(4-trifluoromethylphenoxy)phenoxy]-3-oxopentanoate), NC1=CC=CC=C1 (aniline). Run in C1=CC=CC=C1 (benzene). Yields the product FC(C1=CC=C(OC2=CC=C(OC(C(=CC(=O)OCC)NC3=CC=CC=C3)C)C=C2)C=C1)(F)F (ethyl 4-[4-(4-trifluoromethylphenoxy)phenoxy]-3-phenylamino-2-pentenoate). As a reaction SMILES: [F:1][C:2]([F:28])([F:27])[C:3]1[CH:26]=[CH:25][C:6]([O:7][C:8]2[CH:24]=[CH:23][C:11]([O:12][CH:13]([CH3:22])[C:14](=O)[CH2:15][C:16]([O:18][CH2:19][CH3:20])=[O:17])=[CH:10][CH:9]=2)=[CH:5][CH:4]=1.[NH2:29][C:30]1[CH:35]=[CH:34][CH:33]=[CH:32][CH:31]=1>C1C=CC=CC=1>[F:1][C:2]([F:27])([F:28])[C:3]1[CH:26]=[CH:25][C:6]([O:7][C:8]2[CH:9]=[CH:10][C:11]([O:12][CH:13]([CH3:22])[C:14]([NH:29][C:30]3[CH:35]=[CH:34][CH:33]=[CH:32][CH:31]=3)=[CH:15][C:16]([O:18][CH2:19][CH3:20])=[O:17])=[CH:23][CH:24]=2)=[CH:5][CH:4]=1. Procedure details: Using the procedure of Reynolds and Hauser, Org. Syn. Coll. Vol 3, a mixture of ethyl 4-[4-(4-trifluoromethylphenoxy)phenoxy]-3-oxopentanoate (1.51 g), benzene (15 ml) and aniline (0.5 g) is azeotropically distilled. The reaction product is purified using a florisil column and eluting with hexane/ethylacetate (9:1) to yield (fractions 2, 3 and 4) ethyl 4-[4-(4-trifluoromethylphenoxy)phenoxy]-3-phenylamino-2-pentenoate. Starting materials: [H-].[Al+3].[Li+].[H-].[H-].[H-] (lithium aluminum hydride), O (water), [OH-].[Na+] (sodium hydroxide), N1=CC=C(C=C1)CC(=O)OCC (ethyl 4-pyridylacetate), [H-].[Al+3].[Li+].[H-].[H-].[H-] (lithium aluminum hydride), O (water). Run in O1CCCC1 (tetrahydrofuran), O1CCCC1 (tetrahydrofuran). Yields the product N1=CC=C(C=C1)C(C)O (4-pyridylethanol). Reaction SMILES: [N:1]1[CH:6]=[CH:5][C:4]([CH2:7][C:8](OCC)=O)=[CH:3][CH:2]=1.[H-].[Al+3].[Li+].[H-].[H-].[H-].[OH2:19].[OH-].[Na+]>O1CCCC1>[N:1]1[CH:6]=[CH:5][C:4]([CH:7]([OH:19])[CH3:8])=[CH:3][CH:2]=1 |f:1.2.3.4.5.6,8.9|. Procedure details: A solution of 23.8 g of ethyl 4-pyridylacetate in 100 ml of anhydrous tetrahydrofuran is added dropwise to 5.5 g of lithium aluminum hydride in 150 ml of anhydrous tetrahydrofuran under nitrogen. The mixture is heated at 50° (bath) for 40 minutes, then cooled in an ice bath, and the excess lithium aluminum hydride is decomposed by addition of 6.6 ml of water followed by 6.6 ml of 15% aqueous sodium hydroxide and 20 ml of water. The solid is filtered off and the filtrate concentrated in vacuo to ... The reactants are FC1=C(C=CC=C1F)NC1=C(C=NC=C1)[N+](=O)[O-] (N-(2,3-difluorophenyl)-3-nitropyridin-4-amine), [H][H] (hydrogen). Reagents/catalysts: [Pd] (Pd/C). Run in CO (methanol). Run at time 14 hour. Product: FC1=C(C=CC=C1F)NC1=C(C=NC=C1)N (N4-(2,3-difluorophenyl)pyridine-3,4-diamine). Isolated yield 90.0%. As a reaction SMILES: [F:1][C:2]1[C:7]([F:8])=[CH:6][CH:5]=[CH:4][C:3]=1[NH:9][C:10]1[CH:15]=[CH:14][N:13]=[CH:12][C:11]=1[N+:16]([O-])=O.[H][H]>CO.[Pd]>[F:1][C:2]1[C:7]([F:8])=[CH:6][CH:5]=[CH:4][C:3]=1[NH:9][C:10]1[CH:15]=[CH:14][N:13]=[CH:12][C:11]=1[NH2:16]. Procedure details: To a solution of N-(2,3-difluorophenyl)-3-nitropyridin-4-amine in 200 mL of methanol under an atmosphere of nitrogen was added 10% Pd/C (0.75 g). The atmosphere was replaced with hydrogen gas and the reaction mixture stirred under balloon pressure for 14 hours at RT. The reaction mixture was filtered over Celite which washed with methanol (3×30 mL). The filtrate was concentrated in vacuo to give a brown solid. The crude product was triturated with petroleum ether (3×50 mL) to afford N4-(2,3-difl... Reactants: O=[Ag], O=C([O-])[O-], C1CCOC1, CC(C)CB(O)O, CCOC(C)=O, Clc1cccnc1I, [K+], [K+]. Yields the product CC(C)Cc1ncccc1Cl. Reaction SMILES: [Ag:33]=[O:34].[C:16](=[O:17])([O-:18])[O-:19].[CH2:28]1[O:29][CH2:30][CH2:31][CH2:32]1.[CH2:9]([CH:10]([CH3:11])[CH3:12])[B:13]([OH:14])[OH:15].[CH3:22][CH2:23][O:24][C:25]([CH3:26])=[O:27].[Cl:1][c:2]1[c:3]([I:8])[n:4][cH:5][cH:6][cH:7]1.[K+:20].[K+:21]>>[Cl:1][c:2]1[c:3]([CH2:9][CH:10]([CH3:11])[CH3:12])[n:4][cH:5][cH:6][cH:7]1. The reactants are BrC1=CC=C(C=C1)O (4-bromophenol), CC1=CC=C(C=C1)S(=O)(=O)O[C@@H]1COCC1 ((S)-tetrahydrofuran-3-yl 4-methylbenzenesulfonate), C(=O)([O-])[O-].[K+].[K+] (K2CO3). Solvent: CN(C)C=O (DMF), C(C)(=O)OCC (ethyl acetate). Run at temperature 85 celsius. The product is BrC1=CC=C(O[C@H]2COCC2)C=C1 ((R)-3-(4-bromophenoxy)-tetrahydrofuran). Yield: 35.8%. Reaction SMILES: [Br:1][C:2]1[CH:7]=[CH:6][C:5]([OH:8])=[CH:4][CH:3]=1.CC1C=CC(S(O[C@H:20]2[CH2:24][CH2:23][O:22][CH2:21]2)(=O)=O)=CC=1.C([O-])([O-])=O.[K+].[K+]>CN(C=O)C.C(OCC)(=O)C>[Br:1][C:2]1[CH:7]=[CH:6][C:5]([O:8][C@@H:20]2[CH2:24][CH2:23][O:22][CH2:21]2)=[CH:4][CH:3]=1 |f:2.3.4|. Reported procedure: A mixture of 4-bromophenol (2.1 g, 12.4 mmole), (S)-tetrahydrofuran-3-yl 4-methylbenzenesulfonate (2.5 g, 10.3 mmole) and K2CO3 (4.3 g, 30.9 mmole) in DMF (15 mL) was heated at 85° C. for 15 h. The mixture was diluted with ethyl acetate, washed with water, dried over MgSO4, filtered, and concentrated under vacuum. The crude product was purified by ISCO (silica gel, elute: 5% ethyl acetate in hexane) to give the title compound (896 mg). MS (ESI) m/z: Found: 244.3 (M++1). Calc. 243.1 (M+). Starting materials: C(C)OC(\C=C\C)=O (crotonic acid ethyl ester), C(C=C)Cl (allyl chloride), CC[O-].[Na+] (sodium ethylate), [OH-].[Na+] (NaOH), C(C=C)Cl (allyl chloride). Solvent: C(C)O (ethanol), C(C)O (ethanol), O (H2O). Reported procedure: Same as Example 1, but with the use of 1.1 mole of sodium ethylate in the form of a solution of 14.5% by weight in ethanol with a content of 0.62 wt.-% of NaOH, and 200 ml of ethanol containing 0.28 wt.-% of H2O, one mole of allyl chloride is reacted at 1.5 at. and a pH of 10.0. The filtration and distillation yield 94.0 g of crotonic acid ethyl ester (yield 89.5%, 6.9 g of vinyl acetic acid ethyl ester (yield 6.6%) and 0.7 g of β-ethoxybutyric acid ethyl ester (yield 0.5%) for a transformation ... The yield is 0.5%. RXN SMILES: [CH3:1][CH2:2][O-:3].[Na+].[OH-].[Na+].C(Cl)C=C.[CH2:11]([O:13][C:14](=[O:18])/[CH:15]=[CH:16]/[CH3:17])[CH3:12]>C(O)C.O>[CH2:11]([O:13][C:14](=[O:18])[CH2:15][CH:16]=[CH2:17])[CH3:12].[CH2:11]([O:13][C:14](=[O:18])[CH2:15][CH:16]([O:3][CH2:2][CH3:1])[CH3:17])[CH3:12] |f:0.1,2.3|. The product is C(C)OC(CC=C)=O (vinyl acetic acid ethyl ester), C(C)OC(CC(C)OCC)=O (β-ethoxybutyric acid ethyl ester).